Task: describe an organic reaction: reactants, conditions, products, and yield. Dataset: the Open Reaction Database (ORD), a public repository of structured organic reaction records The reactants are COc1ccc(C2=NN(C3CCNCC3)C(=O)C2(C)C)cc1OC, COC(=O)c1cccc(C(=O)O)c1. Reaction SMILES: [CH3:1][O:2][c:3]1[cH:4][c:5]([C:11]2=[N:15][N:14]([CH:16]3[CH2:17][CH2:18][NH:19][CH2:20][CH2:21]3)[C:13](=[O:22])[C:12]2([CH3:23])[CH3:24])[cH:6][cH:7][c:8]1[O:9][CH3:10].[CH3:25][O:26][C:27](=[O:28])[c:29]1[cH:30][c:31]([C:32](=[O:33])[OH:34])[cH:35][cH:36][cH:37]1>>[CH3:1][O:2][c:3]1[cH:4][c:5]([C:11]2=[N:15][N:14]([CH:16]3[CH2:17][CH2:18][N:19]([C:32]([c:31]4[cH:30][c:29]([C:27]([O:26][CH3:25])=[O:28])[cH:37][cH:36][cH:35]4)=[O:33])[CH2:20][CH2:21]3)[C:13](=[O:22])[C:12]2([CH3:23])[CH3:24])[cH:6][cH:7][c:8]1[O:9][CH3:10]. Yields the product COC(=O)c1cccc(C(=O)N2CCC(N3N=C(c4ccc(OC)c(OC)c4)C(C)(C)C3=O)CC2)c1. The reactants are [O-2].[Mg+2] (magnesium oxide), ClCC(=O)Cl (chloroacetyl chloride), NC(C=1C=CC(=C(C1)N(CC(=O)NCCN(CC)C(=O)OC(C)(C)C)CC(=O)N(C)N1CC2=CC=C(C=C2C1)F)C)=NO (N2-{5-[amino(hydroxyimino)methyl]-2-methylphenyl}-N2-{2-[(5-fluoro-1,3-dihydro-2H-isoindol-2-yl)(methyl)amino]-2-oxoethyl}-N1-{2-[(tert-butoxycarbonyl)(ethyl)amino]ethyl}glycinamide). Solvent: C(C)(=O)OCC (ethyl acetate), O1CCOCC1 (1,4-dioxane). Run at temperature 100 celsius, time 1 hour. The product is ClCC1=NC(=NO1)C=1C=CC(=C(C1)N(CC(=O)NCCN(CC)C(=O)OC(C)(C)C)CC(=O)N(C)N1CC2=CC=C(C=C2C1)F)C (N2-{5-[5-(chloromethyl)-1,2,4-oxadiazol-3-yl]-2-methylphenyl}-N2-{2-[(5-fluoro-1,3-dihydro-2H-isoindol-2-yl)(methyl)amino]-2-oxoethyl}-N1-{2-[(tert-butoxycarbonyl)(ethyl)amino]ethyl}glycinamide). Isolated yield 64.3%. RXN SMILES: [NH2:1][C:2](=[N:42][OH:43])[C:3]1[CH:4]=[CH:5][C:6]([CH3:41])=[C:7]([N:9]([CH2:26][C:27]([N:29]([N:31]2[CH2:39][C:38]3[C:33](=[CH:34][CH:35]=[C:36]([F:40])[CH:37]=3)[CH2:32]2)[CH3:30])=[O:28])[CH2:10][C:11]([NH:13][CH2:14][CH2:15][N:16]([C:19]([O:21][C:22]([CH3:25])([CH3:24])[CH3:23])=[O:20])[CH2:17][CH3:18])=[O:12])[CH:8]=1.[O-2].[Mg+2].[Cl:46][CH2:47][C:48](Cl)=O>O1CCOCC1.C(OCC)(=O)C>[Cl:46][CH2:47][C:48]1[O:43][N:42]=[C:2]([C:3]2[CH:4]=[CH:5][C:6]([CH3:41])=[C:7]([N:9]([CH2:26][C:27]([N:29]([N:31]3[CH2:39][C:38]4[C:33](=[CH:34][CH:35]=[C:36]([F:40])[CH:37]=4)[CH2:32]3)[CH3:30])=[O:28])[CH2:10][C:11]([NH:13][CH2:14][CH2:15][N:16]([C:19]([O:21][C:22]([CH3:25])([CH3:23])[CH3:24])=[O:20])[CH2:17][CH3:18])=[O:12])[CH:8]=2)[N:1]=1 |f:1.2|. Procedure details: The compound (4.82 g, 8.04 mmol) of Example 290, step B was dissolved in 1,4-dioxane (70 ml), magnesium oxide (355 mg, 8.81 mmol) and chloroacetyl chloride (0.67 ml, 8.42 mmol) were added at room temperature, and the mixture was stirred at 100° C. for 1 hr. After cooling to room temperature, the reaction mixture was diluted with ethyl acetate, and the organic layer was washed with saturated brine, and dried over anhydrous magnesium sulfate. The insoluble material was filtered off, and the soluti... Starting materials: N[C@@H](CC(C)C)C(=O)O (leucine), ice-salt, C(CC(O)(C(=O)O)CC(=O)O)(=O)O (citric acid), [OH-].[K+] (potassium hydroxide), N([C@H](CC1=CNC2=CC=CC=C12)C(=O)ON1C(=O)CCC1=O)C(=O)OC(C)(C)C (BocDTrpOSu). The solvent is CCOCC (ether), O (water), CN(C=O)C (dimethylformamide), CN(C=O)C (dimethylformamide). Yields the product N([C@H](CC1=CNC2=CC=CC=C12)C(=O)N[C@@H](CC(C)C)C(=O)O)C(=O)OC(C)(C)C (BocDTrp-LeuOH). Isolated yield 74.0%. Reaction SMILES: [NH2:1][C@H:2]([C:7]([OH:9])=[O:8])[CH2:3][CH:4]([CH3:6])[CH3:5].[OH-].[K+].[NH:12]([C:34]([O:36][C:37]([CH3:40])([CH3:39])[CH3:38])=[O:35])[C@@H:13]([C:24](ON1C(=O)CCC1=O)=[O:25])[CH2:14][C:15]1[C:23]2[C:18](=[CH:19][CH:20]=[CH:21][CH:22]=2)[NH:17][CH:16]=1.C(O)(=O)CC(CC(O)=O)(C(O)=O)O>CN(C)C=O.O.CCOCC>[NH:12]([C:34]([O:36][C:37]([CH3:40])([CH3:39])[CH3:38])=[O:35])[C@@H:13]([C:24]([NH:1][C@H:2]([C:7]([OH:9])=[O:8])[CH2:3][CH:4]([CH3:6])[CH3:5])=[O:25])[CH2:14][C:15]1[C:23]2[C:18](=[CH:19][CH:20]=[CH:21][CH:22]=2)[NH:17][CH:16]=1 |f:1.2|. Reported procedure: Solutions of leucine (90.0 mmole.) in dimethylformamide (150 ml.) and potassium hydroxide (90.0 mmole.) in water (25 ml.) were combined and chilled in an ice-salt bath. A chilled mixture of BocDTrpOSu (89.7 mmole.) in dimethylformamide (100 ml.) was then added. The mixture was stirred for one hour at the ice-salt bath temperature, allowed to warm to room temperature overnight, and distributed between aqueous citric acid (5%) and ether. The aqueous layer was extracted twice more with ether. The e... The reactants are COC(CCC1=CC(=CC=C1)C#N)=O (3-(3-Cyano-phenyl)-propionic acid methyl ester), C[Si](C)(C)[N-][Si](C)(C)C.[Na+] (sodium bis(trimethylsilyl)amide), C(=O)(O)[O-].[Na+].O (NaHCO3 water). Solvent: C1CCOC1 (THF). Conditions: time 0.5 hour. Product: COC(C(CC1=CC(=CC=C1)C#N)C)=O (3-(3-Cyano-phenyl)-2-methyl-propionic acid methyl ester). Yield: 26.3%. RXN SMILES: [CH3:1][O:2][C:3](=[O:14])[CH2:4][CH2:5][C:6]1[CH:11]=[CH:10][CH:9]=[C:8]([C:12]#[N:13])[CH:7]=1.[CH3:15][Si]([N-][Si](C)(C)C)(C)C.[Na+].C([O-])(O)=O.[Na+].O>C1COCC1>[CH3:1][O:2][C:3](=[O:14])[CH:4]([CH3:15])[CH2:5][C:6]1[CH:11]=[CH:10][CH:9]=[C:8]([C:12]#[N:13])[CH:7]=1 |f:1.2,3.4.5|. Procedure details: To a solution of 3-(3-cyano-phenyl)-propionic acid methyl ester of Step A (220mg, 1.16 mmol) in THF (5 mL) at -78° C. was added sodium bis(trimethylsilyl)amide (1M in THF, 1.2 mL, 1.2 mmol). The reaction was stirred for 0.5 h and Mel (0.08 mL, 1.28 mmol) was added. After 1 h, a solution of saturated NaHCO3:water (1:1) was added and the reaction was warmed to room temperature. The aqueous solution was washed with CH2Cl2 (3×) and the combined organic solutions were dried (MgSO4), filtered, and con... Yields the product C(#N)C1=CC=C(C(=O)C2=C(C=CC=C2)NC(CNC(=O)OCC2=CC=CC=C2)=O)C=C1 (N-(2-(4-Cyanobenzoyl)phenyl)-2-(benzyloxycarbonylamino)acetamide). Isolated yield 76.0%. RXN SMILES: F[C:2]1[CH:30]=[CH:29][CH:28]=[CH:27][C:3]=1[C:4]([C:6]1[CH:11]=[CH:10][CH:9]=[CH:8][C:7]=1[NH:12][C:13](=[O:26])[CH2:14][NH:15][C:16]([O:18][CH2:19][C:20]1[CH:25]=[CH:24][CH:23]=[CH:22][CH:21]=1)=[O:17])=[O:5].[C:31](C1C=CC(C(Cl)=O)=CC=1)#[N:32]>>[C:31]([C:29]1[CH:28]=[CH:27][C:3]([C:4]([C:6]2[CH:11]=[CH:10][CH:9]=[CH:8][C:7]=2[NH:12][C:13](=[O:26])[CH2:14][NH:15][C:16]([O:18][CH2:19][C:20]2[CH:25]=[CH:24][CH:23]=[CH:22][CH:21]=2)=[O:17])=[O:5])=[CH:2][CH:30]=1)#[N:32]. Procedure: According to the method used for the synthesis of the compound 28a, the titled compound (551 mg) is synthesized by using tert-butyl((2-trimethylstannylphenyl)-(2-(3-m-tolylureido)acethyl)amino)acetate (1.0 g) and 4-cyanobenzoylchloride (289 mg). Yield 76%. Starting materials: FC1=C(C(=O)C2=C(C=CC=C2)NC(CNC(=O)OCC2=CC=CC=C2)=O)C=CC=C1 (N-(2-(2-Fluorobenzoyl)phenyl)-2-(benzyloxycarbonylamino)acetamide), tert-butyl((2-trimethylstannylphenyl)-(2-(3-m-tolylureido)acethyl)amino)acetate, C(#N)C1=CC=C(C(=O)Cl)C=C1 (4-cyanobenzoylchloride). The reactants are [Cl-].C(C1=CC=CC=C1)[NH+]1C(CCC1)CCl (1-benzyl-2-(chloromethyl)pyrrolidinium chloride), C1(CCCCC1)C=1C=2C=CC(=CC2N2C[C@@H](COC3=C(C21)C=CC=C3)O)C(=O)OC (Methyl (7S)-14-cyclohexyl-7-hydroxy-7,8-dihydro-6H-indolo[1,2-e][1,5]benzoxazocine-11-carboxylate), [OH-].[Na+] (NaOH). The reagents and catalysts are [Br-].C(CCC)[N+](CCCC)(CCCC)CCCC (tetrabutylammonium bromide). The solvent is CCOC(=O)C (EtOAc), C1(=CC=CC=C1)C (Toluene), C1(=CC=CC=C1)C (toluene). Reaction conditions: time 30 minute. Product: C(C1=CC=CC=C1)N1C(CCC1)CO[C@@H]1COC2=C(C=3N(C1)C=1C=C(C=CC1C3C3CCCCC3)C(=O)OC)C=CC=C2 (methyl (7S)-7-[(1-benzylpyrrolidin-2-yl)methoxy]-14-cyclohexyl-7,8-dihydro-6H-indolo[1,2-e][1,5]benzoxazocine-11-carboxylate). Yield: 80.0%. Reaction SMILES: [CH:1]1([C:7]2[C:8]3[CH:9]=[CH:10][C:11]([C:27]([O:29][CH3:30])=[O:28])=[CH:12][C:13]=3[N:14]3[C:21]=2[C:20]2[CH:22]=[CH:23][CH:24]=[CH:25][C:19]=2[O:18][CH2:17][C@@H:16]([OH:26])[CH2:15]3)[CH2:6][CH2:5][CH2:4][CH2:3][CH2:2]1.[OH-].[Na+].[Cl-].[CH2:34]([NH+:41]1[CH2:45][CH2:44][CH2:43][CH:42]1[CH2:46]Cl)[C:35]1[CH:40]=[CH:39][CH:38]=[CH:37][CH:36]=1>C1(C)C=CC=CC=1.[Br-].C([N+](CCCC)(CCCC)CCCC)CCC.CCOC(C)=O>[CH2:34]([N:41]1[CH2:45][CH2:44][CH2:43][CH:42]1[CH2:46][O:26][C@H:16]1[CH2:15][N:14]2[C:13]3[CH:12]=[C:11]([C:27]([O:29][CH3:30])=[O:28])[CH:10]=[CH:9][C:8]=3[C:7]([CH:1]3[CH2:2][CH2:3][CH2:4][CH2:5][CH2:6]3)=[C:21]2[C:20]2[CH:22]=[CH:23][CH:24]=[CH:25][C:19]=2[O:18][CH2:17]1)[C:35]1[CH:40]=[CH:39][CH:38]=[CH:37][CH:36]=1 |f:1.2,3.4,6.7|. Procedure: Methyl (7S)-14-cyclohexyl-7-hydroxy-7,8-dihydro-6H-indolo[1,2-e][1,5]benzoxazocine-11-carboxylate (prepared as described in International patent application WO2006/046030) in toluene (0.17 M) was treated with 30% NaOH (aq) (10 eq) and tetrabutylammonium bromide (0.25 eq). The solution was stirred at RT for 30 min, then 1-benzyl-2-(chloromethyl)pyrrolidinium chloride (2.5 eq) was added to the solution and the resulting mixture was stirred at 60° C. over night. Toluene was eliminated in vacuo; the... The reactants are ClC=1N=NC(=CC1OC)C1=CC(=CC=C1)C(F)(F)F (3-Chloro-4-methoxy-6-[3-(trifluoromethyl)phenyl]pyridazine), C[S-].[Na+] (sodium thiomethoxide). Solvent: C1CCOC1 (THF). Product: COC1=C(N=NC(=C1)C1=CC(=CC=C1)C(F)(F)F)SC (4-methoxy-3-(methylthio)-6-[3-(trifluoromethyl)phenyl]pyridazine). Yield: 88.3%. Reaction SMILES: Cl[C:2]1[N:3]=[N:4][C:5]([C:10]2[CH:15]=[CH:14][CH:13]=[C:12]([C:16]([F:19])([F:18])[F:17])[CH:11]=2)=[CH:6][C:7]=1[O:8][CH3:9].[CH3:20][S-:21].[Na+]>C1COCC1>[CH3:9][O:8][C:7]1[CH:6]=[C:5]([C:10]2[CH:15]=[CH:14][CH:13]=[C:12]([C:16]([F:19])([F:18])[F:17])[CH:11]=2)[N:4]=[N:3][C:2]=1[S:21][CH3:20] |f:1.2|. Procedure details: 3-Chloro-4-methoxy-6-[3-(trifluoromethyl)phenyl]pyridazine (2.0 g, 0.0069 mole, Compound No. 48) and sodium thiomethoxide (0.5 g, 0.0069 mole) were refluxed overnight under N2 in THF (50 mL). After this time no starting material was present by TLC. The mixture was partitioned between EtOAc-water. The aqueous layer was extracted again with EtOAc. The EtOAc layers were combined, washed with brine, dried (MgSO4), filtered and evaporated to give a crude oil. The oil was chromatographed on a Prep-500... Product: FC1=CC=C(C(=C1CC(=O)O)C(F)(F)F)[N+](=O)[O-] (6-Fluoro-3-nitro-2-trifluoromethyl-phenylacetic acid). As a reaction SMILES: [N+:1]([O-:4])(O)=[O:2].FC(F)(F)S(OS(C(F)(F)F)(=O)=O)(=O)=O.O=P12OP3(OP(OP(O3)(O1)=O)(=O)O2)=O.[F:34][C:35]1[CH:40]=[CH:39][CH:38]=[C:37]([C:41]([F:44])([F:43])[F:42])[C:36]=1[CH2:45][C:46]([OH:48])=[O:47].C(=O)(O)[O-].[Na+]>[N+](CC)([O-])=O>[F:34][C:35]1[C:36]([CH2:45][C:46]([OH:48])=[O:47])=[C:37]([C:41]([F:42])([F:43])[F:44])[C:38]([N+:1]([O-:4])=[O:2])=[CH:39][CH:40]=1 |f:4.5|. Procedure: 6.33 g (100.62 mmol) of fuming nitric acid (100%) and 25.80 g (91.44 mmol) of trifluoromethanesulfonic anhydride are mixed under ice bath cooling. 200 ml of nitroethane and 12.93 g (91.44 mmol) of phosphorus pentoxide are added to this mixture. 20.31 g (91.44 mmol) of 2-fluoro-6-trifluoromethylphenylacetic acid, suspended in 40 ml of nitroethane, is now instilled under cooling. It is stirred for 1 hour at 0° C. and then allowed to reach room temperature and stirred overnight at room temperature.... Run in [N+](=O)([O-])CC (nitroethane), [N+](=O)([O-])CC (nitroethane). Run at temperature 0 celsius, time 1 hour. Starting materials: FC1=C(C(=CC=C1)C(F)(F)F)CC(=O)O (2-fluoro-6-trifluoromethylphenylacetic acid), [N+](=O)(O)[O-] (nitric acid), FC(S(=O)(=O)OS(=O)(=O)C(F)(F)F)(F)F (trifluoromethanesulfonic anhydride), O=P12OP3(=O)OP(=O)(O1)OP(=O)(O2)O3 (phosphorus pentoxide), C([O-])(O)=O.[Na+] (sodium bicarbonate). Starting materials: CCCCCCCCCCC1(CCCCCCCCCC)c2cc(Br)ccc2-c2ccc(I)cc21, O=C([O-])[O-], Cc1ccccc1, [Cu], [K+], [K+], c1ccc(Nc2ccccc2)cc1. Product: CCCCCCCCCCC1(CCCCCCCCCC)c2cc(Br)ccc2-c2ccc(N(c3ccccc3)c3ccccc3)cc21. As a reaction SMILES: [Br:1][c:2]1[cH:3][c:4]2[c:12]([cH:13][cH:14]1)-[c:11]1[c:6]([cH:7][c:8]([I:15])[cH:9][cH:10]1)[C:5]2([CH2:16][CH2:17][CH2:18][CH2:19][CH2:20][CH2:21][CH2:22][CH2:23][CH2:24][CH3:25])[CH2:26][CH2:27][CH2:28][CH2:29][CH2:30][CH2:31][CH2:32][CH2:33][CH2:34][CH3:35].[C:49](=[O:50])([O-:51])[O-:52].[CH3:55][c:56]1[cH:57][cH:58][cH:59][cH:60][cH:61]1.[Cu:62].[K+:53].[K+:54].[NH:36]([c:37]1[cH:38][cH:39][cH:40][cH:41][cH:42]1)[c:43]1[cH:44][cH:45][cH:46][cH:47][cH:48]1>>[Br:1][c:2]1[cH:3][c:4]2[c:12]([cH:13][cH:14]1)-[c:11]1[c:6]([cH:7][c:8]([N:36]([c:37]3[cH:38][cH:39][cH:40][cH:41][cH:42]3)[c:43]3[cH:44][cH:45][cH:46][cH:47][cH:48]3)[cH:9][cH:10]1)[C:5]2([CH2:16][CH2:17][CH2:18][CH2:19][CH2:20][CH2:21][CH2:22][CH2:23][CH2:24][CH3:25])[CH2:26][CH2:27][CH2:28][CH2:29][CH2:30][CH2:31][CH2:32][CH2:33][CH2:34][CH3:35]. Starting materials: Cc1cc[nH]n1, CCOC(C)=O, Cc1cc(Cl)nc(C)c1Br, [H-], [Na+], CN(C)C=O. Yields the product Cc1ccn(-c2cc(C)c(Br)c(C)n2)n1. RXN SMILES: [CH3:1][c:2]1[n:3][nH:4][cH:5][cH:6]1.[CH3:24][CH2:25][O:26][C:27]([CH3:28])=[O:29].[Cl:9][c:10]1[n:11][c:12]([CH3:18])[c:13]([Br:17])[c:14]([CH3:16])[cH:15]1.[H-:8].[Na+:7].[O:19]=[CH:20][N:21]([CH3:22])[CH3:23]>>[CH3:1][c:2]1[n:3][n:4](-[c:10]2[n:11][c:12]([CH3:18])[c:13]([Br:17])[c:14]([CH3:16])[cH:15]2)[cH:5][cH:6]1.